From a dataset of the Open Reaction Database (ORD), a public repository of structured organic reaction records. describe an organic reaction: reactants, conditions, products, and yield Reactants: C(CC)N1C(=O)N(C(=O)C(=C1N)N)CCC (1,3-dipropyl-5,6-diaminouracil), CC(C)(OC(CNC1=CC=C(C=C1)CC(C(=O)O)C)=O)C (4-[[2-(1,1-dimethylethoxy)-2-oxoethyl]amino]-alpha-methyl-benzenepropanoic acid), ClC(=O)OCC(C)C (isobutyl chloroformate), CN1CCOCC1 (N-methylmorpholine). The solvent is CN(C=O)C (dimethylformamide), C(C)OCC (ethyl ether), O1CCCC1 (tetrahydrofuran). Run at temperature -20 celsius, time 30 minute. Product: NC1=C(C(N(C(N1CCC)=O)CCC)=O)NC(C(CC1=CC=C(C=C1)NCC(=O)OC(C)(C)C)C)=O (2-[[4-[3-[(6-Amino-1-propyl-1,2,3,4-tetrahydro-3-propyl-2,4-dioxo-5-pyrimidinyl)amino]-2-methyl-3-oxopropyl]phenyl]amino]-acetic acid, 1,1-dimethylethyl ester). RXN SMILES: [CH3:1][C:2]([CH3:21])([O:4][C:5](=[O:20])[CH2:6][NH:7][C:8]1[CH:13]=[CH:12][C:11]([CH2:14][CH:15]([CH3:19])[C:16]([OH:18])=O)=[CH:10][CH:9]=1)[CH3:3].CN1CCOCC1.ClC(OCC(C)C)=O.[CH2:37]([N:40]1[C:47]([NH2:48])=[C:46]([NH2:49])[C:44](=[O:45])[N:43]([CH2:50][CH2:51][CH3:52])[C:41]1=[O:42])[CH2:38][CH3:39]>O1CCCC1.CN(C)C=O.C(OCC)C>[NH2:48][C:47]1[N:40]([CH2:37][CH2:38][CH3:39])[C:41](=[O:42])[N:43]([CH2:50][CH2:51][CH3:52])[C:44](=[O:45])[C:46]=1[NH:49][C:16](=[O:18])[CH:15]([CH3:19])[CH2:14][C:11]1[CH:10]=[CH:9][C:8]([NH:7][CH2:6][C:5]([O:4][C:2]([CH3:1])([CH3:3])[CH3:21])=[O:20])=[CH:13][CH:12]=1. Procedure details: Dissolve 4-[[2-(1,1-dimethylethoxy)-2-oxoethyl]amino]-alpha-methyl-benzenepropanoic acid (1.07 g, 3.64 mmol) in tetrahydrofuran (15 mL) and treat with N-methylmorpholine (0.4 mL, 3.64 mmol). Cool to -20° C. and treat with isobutyl chloroformate (0.47 mL, 3.64 mmol). Stir for 30 minutes and add a solution of 1,3-dipropyl-5,6-diaminouracil (0.82 g, 3.64 mmol) in dimethylformamide (5 mL). Stir for 3 hours at -20° C., warm to room temperature and dilute with ethyl ether (200 mL). Separate the organi...